This data is from the Open Reaction Database (ORD), a public repository of structured organic reaction records. The task is: describe an organic reaction: reactants, conditions, products, and yield Reactants: [N+](=O)([O-])C1=CC=C(C=C1)OC(OCC=1OC(OC1C)=O)=O (carbonic acid 5-methyl-2-oxo-[1,3]dioxol4-ylmethyl ester 4-nitro-phenyl ester), NC1=NC(=NS1)/C(/C(=O)N[C@H]1[C@H]2SCC(=C(N2C1=O)C(=O)O)/C=C\1/C(N(CC1)[C@H]1CNCC1)=O)=N/O ((6R,7R)-7-[(Z)-2-(5-amino-[1,2,4]thiadiazol-3-yl)-2-hydroxyimino-acetylamino]-8-oxo-3-[(E)-(R)-2-oxo-[1,3′]bipyrrolidinyl-3-ylidenemethyl]-5-thia-1-aza-bicyclo[4.2.0]oct-2-ene-2-carboxylic acid), CC(=O)C (acetone). The solvent is CS(=O)C (dimethylsulfoxide). Run at time 4 hour. Yields the product NC1=NC(=NS1)/C(/C(=O)N[C@H]1[C@H]2SCC(=C(N2C1=O)C(=O)O)/C=C\1/C(N(CC1)[C@H]1CN(CC1)C(=O)OCC=1OC(OC1C)=O)=O)=N/O ((6R,7R)-7-[(Z)-2-(5-amino-[1,2,4]thiadiazol-3-yl)-2-hydroxyiminoacetylamino]-3-[(E)-(R)-1′-(5-methyl-2-oxo-[1,3]dioxol-4-ylmethoxycarbonyl)-2-oxo-[1,3′]bipyrrolidinyl-3-ylidenemethyl]-8-oxo-5-thia-1-aza-bicyclo[4.2.0]oct-2-ene-2-carboxylic acid). The yield is 92.6%. RXN SMILES: [N+](C1C=CC(O[C:11](=[O:21])[O:12][CH2:13][C:14]2[O:15][C:16](=[O:20])[O:17][C:18]=2[CH3:19])=CC=1)([O-])=O.[NH2:22][C:23]1[S:27][N:26]=[C:25](/[C:28](=[N:56]/[OH:57])/[C:29]([NH:31][C@@H:32]2[C:39](=[O:40])[N:38]3[C@@H:33]2[S:34][CH2:35][C:36](/[CH:44]=[C:45]2/[C:46](=[O:55])[N:47]([C@@H:50]4[CH2:54][CH2:53][NH:52][CH2:51]4)[CH2:48][CH2:49]/2)=[C:37]3[C:41]([OH:43])=[O:42])=[O:30])[N:24]=1.CC(C)=O>CS(C)=O>[NH2:22][C:23]1[S:27][N:26]=[C:25](/[C:28](=[N:56]/[OH:57])/[C:29]([NH:31][C@@H:32]2[C:39](=[O:40])[N:38]3[C@@H:33]2[S:34][CH2:35][C:36](/[CH:44]=[C:45]2/[C:46](=[O:55])[N:47]([C@@H:50]4[CH2:54][CH2:53][N:52]([C:11]([O:12][CH2:13][C:14]5[O:15][C:16](=[O:20])[O:17][C:18]=5[CH3:19])=[O:21])[CH2:51]4)[CH2:48][CH2:49]/2)=[C:37]3[C:41]([OH:43])=[O:42])=[O:30])[N:24]=1. Procedure details: To a solution of 13.2 g (44.72 mmol) of carbonic acid 5-methyl-2-oxo-[1,3]dioxol4-ylmethyl ester 4-nitro-phenyl ester in 200 ml of dimethylsulfoxide are added 20.0 g of (6R,7R)-7-[(Z)-2-(5-amino-[1,2,4]thiadiazol-3-yl)-2-hydroxyimino-acetylamino]-8-oxo-3-[(E)-(R)-2-oxo-[1,3′]bipyrrolidinyl-3-ylidenemethyl]-5-thia-1-aza-bicyclo[4.2.0]oct-2-ene-2-carboxylic acid. The mixture is stirred under argon at room temperature for 4 hours and 1000 ml of acetone are added. The slightly turbid solution is cla...